This data is from the Open Reaction Database (ORD), a public repository of structured organic reaction records. The task is: describe an organic reaction: reactants, conditions, products, and yield Reactants: Cl.C(C1=CC=CC=C1)(=N)N (benzamidine hydrochloride), [OH-].[Na+] (sodium hydroxide), C(C)(=O)C1=CC=CC=C1 (acetophenone), BrC1=CC=C(C=O)C=C1 (4-bromobenzaldehyde), C[O-].[Na+] (sodium methoxide). Solvent: C(C)O (ethanol), C(C)O (ethanol). Run at time 5 hour. Yields the product BrC1=CC=C(C=C1)C1=NC(=NC(=C1)C1=CC=CC=C1)C1=CC=CC=C1 (4-(4-Bromophenyl)-2,6-diphenylpyrimidine). As a reaction SMILES: [C:1]([C:4]1[CH:9]=[CH:8][CH:7]=[CH:6][CH:5]=1)(=O)[CH3:2].[Br:10][C:11]1[CH:18]=[CH:17][C:14]([CH:15]=O)=[CH:13][CH:12]=1.C[O-].[Na+].Cl.[C:23]([NH2:31])(=[NH:30])[C:24]1[CH:29]=[CH:28][CH:27]=[CH:26][CH:25]=1.[OH-].[Na+]>C(O)C>[Br:10][C:11]1[CH:18]=[CH:17][C:14]([C:15]2[CH:2]=[C:1]([C:4]3[CH:9]=[CH:8][CH:7]=[CH:6][CH:5]=3)[N:31]=[C:23]([C:24]3[CH:29]=[CH:28][CH:27]=[CH:26][CH:25]=3)[N:30]=2)=[CH:13][CH:12]=1 |f:2.3,4.5,6.7|. Reported procedure: Into a 300-mL three-neck flask were put 11 mL (94.6 mmol) of acetophenone and 17.9 g (96.7 mmol) of 4-bromobenzaldehyde, and the air in the flask was replaced with nitrogen. To this mixture, 50 mL of ethanol was added and 5.99 g (110.9 mmol) of sodium methoxide suspended in 50 mL of ethanol was added dropwise. The mixture was stirred at room temperature for 5 hours and further stirred at 70° C. for 50 minutes. After the predetermined time elapsed, 15.1 g (96.6 mmol) of benzamidine hydrochloride ...